The task is: describe an organic reaction: reactants, conditions, products, and yield. This data is from the Open Reaction Database (ORD), a public repository of structured organic reaction records. The product is CCCc1nc(C)n(-c2ccc(OC(C)(C)C(=O)OC)cc2)c(=O)c1Cc1ccc(-c2ccccc2C#N)cc1. Reaction SMILES: [Br:34][C:35]([C:36](=[O:37])[O:38][CH3:39])([CH3:40])[CH3:41].[C:42](=[O:43])([O-:44])[O-:45].[CH3:48][CH2:49][O:50][C:51](=[O:52])[CH3:53].[CH3:54][N:55]([CH3:56])[CH:57]=[O:58].[Cs+:46].[Cs+:47].[OH2:59].[OH:1][c:2]1[cH:3][cH:4][c:5](-[n:8]2[c:9]([CH3:33])[n:10][c:11]([CH2:30][CH2:31][CH3:32])[c:12]([CH2:15][c:16]3[cH:17][cH:18][c:19](-[c:22]4[c:23]([C:28]#[N:29])[cH:24][cH:25][cH:26][cH:27]4)[cH:20][cH:21]3)[c:13]2=[O:14])[cH:6][cH:7]1>>[O:1]([c:2]1[cH:3][cH:4][c:5](-[n:8]2[c:9]([CH3:33])[n:10][c:11]([CH2:30][CH2:31][CH3:32])[c:12]([CH2:15][c:16]3[cH:17][cH:18][c:19](-[c:22]4[c:23]([C:28]#[N:29])[cH:24][cH:25][cH:26][cH:27]4)[cH:20][cH:21]3)[c:13]2=[O:14])[cH:6][cH:7]1)[C:35]([C:36](=[O:37])[O:38][CH3:39])([CH3:40])[CH3:41]. Reactants: COC(=O)C(C)(C)Br, O=C([O-])[O-], CCOC(C)=O, CN(C)C=O, [Cs+], [Cs+], O, CCCc1nc(C)n(-c2ccc(O)cc2)c(=O)c1Cc1ccc(-c2ccccc2C#N)cc1. RXN SMILES: F[C:2]1[CH:11]=[C:10]2[C:5]([NH:6][C:7](=[O:13])[C:8](=[O:12])[NH:9]2)=[CH:4][C:3]=1[N+:14]([O-:16])=[O:15].[OH:17][C:18]1[CH:23]=[CH:22][N:21]=[CH:20][CH:19]=1.[OH-].[K+].Cl>CS(C)=O>[N+:14]([C:3]1[CH:4]=[C:5]2[C:10](=[CH:11][C:2]=1[N:21]1[CH:22]=[CH:23][C:18](=[O:17])[CH:19]=[CH:20]1)[NH:9][C:8](=[O:12])[C:7](=[O:13])[NH:6]2)([O-:16])=[O:15] |f:2.3|. The reactants are FC1=C(C=C2NC(C(NC2=C1)=O)=O)[N+](=O)[O-] (7-fluoro-6-nitro-1,4-dihydroquinoxaline-2,3-dione), OC1=CC=NC=C1 (4-hydroxypyridine), [OH-].[K+] (potassium hydroxide), ice water, Cl (hydrochloric acid). Conditions: temperature 130 celsius, time 2 hour. Solvent: CS(=O)C (dimethylsulfoxide). Product: [N+](=O)([O-])C=1C=C2NC(C(NC2=CC1N1C=CC(C=C1)=O)=O)=O (6-nitro-7-(4-oxo-4H-pyridin-1-yl)-1,4-dihydroquinoxaline-2,3-dione). Procedure: First, 9.007 g of 7-fluoro-6-nitro-1,4-dihydroquinoxaline-2,3-dione, 7.611 g of 4-hydroxypyridine, and 5.219 g of powdered potassium hydroxide were added to 120 ml of dry dimethylsulfoxide. The mixture was stirred at 130° C. for 2 hours in a nitrogen atmosphere. Then, 50 ml of ice water and 30 ml of 4N hydrochloric acid were added to the reaction mixture so as to make it weakly acidic (pH 3 to 4). The resultant yellow precipitate was filtered and washed with water. The precipitate was dissolved ... Yield: 62.9%. The reactants are C(C1=CC=CC=C1)N1N=C(C2=C(C=CC=C12)[N+](=O)[O-])C1CC1 (1-benzyl-3-cyclopropyl-4-nitro-1H-indazole), [Cl-].[NH4+] (ammonium chloride), C(C)O (Ethanol). Reagents/catalysts: [Fe] (iron). Run in O (water). Run at temperature 85 celsius, time 60 minute. Product: C(C1=CC=CC=C1)N1N=C(C=2C(=CC=CC12)N)C1CC1 (1-benzyl-3-cyclopropyl-1H-indazol-4-amine). The yield is 66.7%. RXN SMILES: [CH2:1]([N:8]1[C:16]2[C:11](=[C:12]([N+:17]([O-])=O)[CH:13]=[CH:14][CH:15]=2)[C:10]([CH:20]2[CH2:22][CH2:21]2)=[N:9]1)[C:2]1[CH:7]=[CH:6][CH:5]=[CH:4][CH:3]=1.[Cl-].[NH4+].C(O)C>[Fe].O>[CH2:1]([N:8]1[C:16]2[CH:15]=[CH:14][CH:13]=[C:12]([NH2:17])[C:11]=2[C:10]([CH:20]2[CH2:21][CH2:22]2)=[N:9]1)[C:2]1[CH:3]=[CH:4][CH:5]=[CH:6][CH:7]=1 |f:1.2|. Procedure details: To a reaction flask was added 1-benzyl-3-cyclopropyl-4-nitro-1H-indazole (60.0 mg, 0.205 mmol), iron powder (114 mg, 2.05 mmol) and ammonium chloride (10.9 mg, 0.205 mmol). Ethanol (0.8 mL) and water (0.2 mL) were added and the mixture was heated at 85° C. with stirring for 60 minutes. The solvent was removed under reduced pressure. Ethyl acetate (0.8 mL) and triethylamine (0.2 mL) was added and the mixture was heated at 60° C. for 10 minutes. The mixture was filtered through glass fiber filter ...